Task: describe an organic reaction: reactants, conditions, products, and yield. Dataset: the Open Reaction Database (ORD), a public repository of structured organic reaction records The reactants are CN(C)C=O, O=C(Cl)C(=O)Cl, ClCCl, O=C(O)COc1ccc(F)cc1. Yields the product [Cl-], O=C(O)COc1ccc(F)cc1. Reaction SMILES: [CH3:7][N:8]([CH3:9])[CH:10]=[O:11].[Cl:1][C:2]([C:3]([Cl:4])=[O:5])=[O:6].[Cl:24][CH2:25][Cl:26].[F:12][c:13]1[cH:14][cH:15][c:16]([O:17][CH2:18][C:19](=[O:20])[OH:21])[cH:22][cH:23]1>>[Cl-:1].[F:12][c:13]1[cH:14][cH:15][c:16]([O:17][CH2:18][C:19](=[O:20])[OH:21])[cH:22][cH:23]1. Starting materials: C(C)OC(=O)CCC=CCCC1=CC=C(C=C1)CCC=CCCC(=O)OCC (1,4-bis(6-ethoxycarbonyl-3-hexenyl)benzene). The reagents and catalysts are [Pd] (palladium/carbon). Solvent: C(C)O (ethanol). Reaction conditions: time 2 hour. Yields the product C(C)OC(=O)CCCCCCC1=CC=C(C=C1)CCCCCCC(=O)OCC (1,4-bis(6-ethoxycarbonylhexyl)benzene). Yield: 84.1%. Reaction SMILES: [CH2:1]([O:3][C:4]([CH2:6][CH2:7][CH:8]=[CH:9][CH2:10][CH2:11][C:12]1[CH:17]=[CH:16][C:15]([CH2:18][CH2:19][CH:20]=[CH:21][CH2:22][CH2:23][C:24]([O:26][CH2:27][CH3:28])=[O:25])=[CH:14][CH:13]=1)=[O:5])[CH3:2]>C(O)C.[Pd]>[CH2:27]([O:26][C:24]([CH2:23][CH2:22][CH2:21][CH2:20][CH2:19][CH2:18][C:15]1[CH:14]=[CH:13][C:12]([CH2:11][CH2:10][CH2:9][CH2:8][CH2:7][CH2:6][C:4]([O:3][CH2:1][CH3:2])=[O:5])=[CH:17][CH:16]=1)=[O:25])[CH3:28]. Reported procedure: First, 707 mg of 1,4-bis(6-ethoxycarbonyl-3-hexenyl)benzene was dissolved in 14 ml of ethanol, and after adding 70 mg of 5% palladium/carbon, the mixture was stirred under hydrogen flow at a room temperature for 2 hours, filtered to remove the catalyst, and concentrated under a reduced pressure to obtain 601 mg of 1,4-bis(6-ethoxycarbonylhexyl)benzene as a colorless liquid. Reactants: OOS(=O)[O-].[K+] (OXONE), C1(=CC=CC=C1)SC1OC(OC1)=O (4-Phenylsulfanyl-[1,3]dioxolan-2-one), O (water). The solvent is CO (methanol), CO (methanol). Run at time 5 minute. Yields the product C1(=CC=CC=C1)S(=O)(=O)C1OC(OC1)=O (4-benzenesulfonyl-[1,3]dioxolan-2-one). As a reaction SMILES: [C:1]1([S:7][CH:8]2[CH2:12][O:11][C:10](=[O:13])[O:9]2)[CH:6]=[CH:5][CH:4]=[CH:3][CH:2]=1.[OH:14]OS([O-])=O.[K+].[OH2:20]>CO>[C:1]1([S:7]([CH:8]2[CH2:12][O:11][C:10](=[O:13])[O:9]2)(=[O:14])=[O:20])[CH:2]=[CH:3][CH:4]=[CH:5][CH:6]=1 |f:1.2|. Procedure: 4-Phenylsulfanyl-[1,3]dioxolan-2-one) was dissolved in methanol, and OXONE® was added. The resulting mixture was agitated at room temperature for 5 minutes and water was added. The obtained reaction mixture was agitated at room temperature for 12 hours. From the agitated reaction mixture, methanol was removed using decompression distillation and the resulting product was extracted using methylene chloride. The extracted organic solvent layer was again extracted using water, moisture was removed ... The reactants are COc1ccc2c(Cl)nc(Nc3cc[nH]n3)cc2c1, OCc1ccccc1. Product: COc1ccc2c(OCc3ccccc3)nc(Nc3cc[nH]n3)cc2c1. As a reaction SMILES: [Cl:1][c:2]1[n:3][c:4]([NH:14][c:15]2[n:16][nH:17][cH:18][cH:19]2)[cH:5][c:6]2[cH:7][c:8]([O:12][CH3:13])[cH:9][cH:10][c:11]12.[c:20]1([CH2:26][OH:27])[cH:21][cH:22][cH:23][cH:24][cH:25]1>>[c:2]1([O:27][CH2:26][c:20]2[cH:21][cH:22][cH:23][cH:24][cH:25]2)[n:3][c:4]([NH:14][c:15]2[n:16][nH:17][cH:18][cH:19]2)[cH:5][c:6]2[cH:7][c:8]([O:12][CH3:13])[cH:9][cH:10][c:11]12. Reaction SMILES: [CH:1]1[C:13]2[NH:12][C:11]3[C:6](=[CH:7][CH:8]=[CH:9][CH:10]=3)[C:5]=2[CH:4]=[CH:3][C:2]=1[O:14][CH2:15][CH2:16][CH2:17][CH2:18][CH2:19][CH2:20][O:21][C:22]1[CH:34]=[CH:33][C:32]2[C:31]3[C:26](=[CH:27][CH:28]=[CH:29][CH:30]=3)[NH:25][C:24]=2[CH:23]=1.C([Li])CCC.Cl[Si:41]([CH3:44])([CH3:43])[CH3:42].C1(C)C=CC=CC=1>C1COCC1>[CH3:42][Si:41]([CH3:44])([CH3:43])[N:25]1[C:24]2[CH:23]=[C:22]([O:21][CH2:20][CH2:19][CH2:18][CH2:17][CH2:16][CH2:15][O:14][C:2]3[CH:3]=[CH:4][C:5]4[C:6]5[C:11](=[CH:10][CH:9]=[CH:8][CH:7]=5)[N:12]([Si:41]([CH3:44])([CH3:43])[CH3:42])[C:13]=4[CH:1]=3)[CH:34]=[CH:33][C:32]=2[C:31]2[C:26]1=[CH:27][CH:28]=[CH:29][CH:30]=2. Product: C[Si](N1C2=CC=CC=C2C=2C=CC(=CC12)OCCCCCCOC1=CC=2N(C3=CC=CC=C3C2C=C1)[Si](C)(C)C)(C)C (1,6-bis(9-trimethylsilylcarbazol-2-yloxy)hexane). The reactants are Cl[Si](C)(C)C (Chlorotrimethylsilane), C1(=CC=CC=C1)C (Toluene), C1=C(C=CC=2C3=CC=CC=C3NC12)OCCCCCCOC1=CC=2NC3=CC=CC=C3C2C=C1 (1,6-bis(carbazol-2-yloxy)hexane), C(CCC)[Li] (butyllithium), C(CCC)[Li] (butyllithium). Solvent: C1CCOC1 (THF). Reported procedure: To a solution of 1,6-bis(carbazol-2-yloxy)hexane (30 g) in dry THF (200 ml) was added butyllithium (56 ml; 1.6M in hexane). Once the butyllithium addition was completed, the solution was heated to reflux for 1.5 hours and then allowed to cool. Chlorotrimethylsilane (12 ml) was added dropwise to the cooled mixture and then heated to reflux for 4 hours. Toluene (150 ml) was added to the cool mixture which was then filtered to remove LiC1. The filtrate was collected and the solvent removed under va... Yield: 84.0%. Reactants: NC1=C(C=C(C=C1)SCC#N)[N+](=O)[O-] (1-amino-2-nitro-4-cyanomethylthiobenzene), ferrous sulfate, CO (methanol), ferrous sulfate. Reagents/catalysts: [Fe] (iron), [Fe] (iron). Solvent: O (water). Conditions: time 2 hour. Product: NC1=C(C=C(C=C1)SCC#N)N (1,2-Diamino-4-cyanomethylthiobenzene). RXN SMILES: [NH2:1][C:2]1[CH:7]=[CH:6][C:5]([S:8][CH2:9][C:10]#[N:11])=[CH:4][C:3]=1[N+:12]([O-])=O.CO>[Fe].O>[NH2:1][C:2]1[CH:7]=[CH:6][C:5]([S:8][CH2:9][C:10]#[N:11])=[CH:4][C:3]=1[NH2:12]. Procedure details: 4.1 G. of 1-amino-2-nitro-4-cyanomethylthiobenzene in 60 ml. of methanol and 12 ml. of water is treated with 1.25 g. of ferrous sulfate and 3.3 g. of iron powder at reflux. After 2 hours, 1.25 g. of ferrous sulfate and 3.3 g. of iron powder are added and heating is continued for 4 hours. The mixture is poured into 600 ml. of hot tetrahydrofuran and filtered. 1,2-Diamino-4-cyanomethylthiobenzene is obtained from the filtrate by evaporation. The reactants are CCCCCCc1cc2c(cc1C=Cc1ccc(C(=O)OC)s1)C(C)(C)CCC2(C)C, C1CCOC1, CCO, Cl, [K+], [OH-], O. Product: CCCCCCc1cc2c(cc1C=Cc1ccc(C(=O)O)s1)C(C)(C)CCC2(C)C. RXN SMILES: [CH2:1]([CH2:2][CH2:3][CH2:4][CH2:5][CH3:6])[c:7]1[c:8]([CH:21]=[CH:22][c:23]2[cH:24][cH:25][c:26]([C:28](=[O:29])[O:30][CH3:31])[s:27]2)[cH:9][c:10]2[c:15]([cH:16]1)[C:14]([CH3:17])([CH3:18])[CH2:13][CH2:12][C:11]2([CH3:19])[CH3:20].[CH2:34]1[O:35][CH2:36][CH2:37][CH2:38]1.[CH3:40][CH2:41][OH:42].[ClH:39].[K+:33].[OH-:32].[OH2:43]>>[CH2:1]([CH2:2][CH2:3][CH2:4][CH2:5][CH3:6])[c:7]1[c:8]([CH:21]=[CH:22][c:23]2[cH:24][cH:25][c:26]([C:28](=[O:29])[OH:30])[s:27]2)[cH:9][c:10]2[c:15]([cH:16]1)[C:14]([CH3:17])([CH3:18])[CH2:13][CH2:12][C:11]2([CH3:19])[CH3:20].